describe an organic reaction: reactants, conditions, products, and yield From a dataset of the Open Reaction Database (ORD), a public repository of structured organic reaction records. Reactants: C(CCC)N1C(C(=C(C2=CC=CN=C12)O)C(=O)OCC)=O (ethyl 1-butyl-4-hydroxy-2-oxo-1,2-dihydro-1,8-naphthyridine-3-carboxylate), Cl (hydrochloric acid). The solvent is [OH-].[Na+] (sodium hydroxide). Run at temperature 11 celsius. The product is C(CCC)N1C(C=C(C2=CC=CN=C12)O)=O (1-butyl-4-hydroxy-1,8-naphthyridin-2(1H)-one). Isolated yield 101.4%. As a reaction SMILES: [CH2:1]([N:5]1[C:14]2[C:9](=[CH:10][CH:11]=[CH:12][N:13]=2)[C:8]([OH:15])=[C:7](C(OCC)=O)[C:6]1=[O:21])[CH2:2][CH2:3][CH3:4].Cl>[OH-].[Na+]>[CH2:1]([N:5]1[C:14]2[C:9](=[CH:10][CH:11]=[CH:12][N:13]=2)[C:8]([OH:15])=[CH:7][C:6]1=[O:21])[CH2:2][CH2:3][CH3:4] |f:2.3|. Procedure: A slurry of the product of Example 89A (3.24 g, 11.16 mmol) in 2 N sodium hydroxide (100 mL) was heated at reflux for 3 hours, cooled to 11° C. and treated dropwise with concentrated hydrochloric acid to a constant pH of 3. The resulting white solid was collected by filtration, washed with water and dried to give the title compound (2.47 g, quantitative). MS (APCI+) m/z 219 (M+H)+. 1H NMR (300 MHz, DMSO-d6) δ ppm 0.90 (t, J=7.35 Hz, 3 H) 1.32 (m, 2 H) 1.57 (m, 2 H) 4.31 (m, 2 H) 5.89 (s, 1 H) 7.... Starting materials: [Al+3], C1CCOC1, CC(C)(C)OC(=O)N1CCC1COc1cncc(N2CCC(CCOCc3ccccc3)CC2)c1, CCOCC, [H-], [H-], [H-], [H-], [Li+], [Na+], [Na+], O=S(=O)([O-])[O-], O. The product is CN1CCC1COc1cncc(N2CCC(CCOCc3ccccc3)CC2)c1. As a reaction SMILES: [Al+3:2].[CH2:54]1[O:55][CH2:56][CH2:57][CH2:58]1.[CH2:7]([c:8]1[cH:9][cH:10][cH:11][cH:12][cH:13]1)[O:14][CH2:15][CH2:16][CH:17]1[CH2:18][CH2:19][N:20]([c:23]2[cH:24][n:25][cH:26][c:27]([O:29][CH2:30][CH:31]3[N:32]([C:35]([O:36][C:37]([CH3:38])([CH3:39])[CH3:40])=[O:41])[CH2:33][CH2:34]3)[cH:28]2)[CH2:21][CH2:22]1.[CH3:49][CH2:50][O:51][CH2:52][CH3:53].[H-:1].[H-:4].[H-:5].[H-:6].[Li+:3].[Na+:42].[Na+:43].[O-:44][S:45]([O-:46])(=[O:47])=[O:48].[OH2:59]>>[CH2:7]([c:8]1[cH:9][cH:10][cH:11][cH:12][cH:13]1)[O:14][CH2:15][CH2:16][CH:17]1[CH2:18][CH2:19][N:20]([c:23]2[cH:24][n:25][cH:26][c:27]([O:29][CH2:30][CH:31]3[N:32]([CH3:35])[CH2:33][CH2:34]3)[cH:28]2)[CH2:21][CH2:22]1. Reactants: C[O-].[Na+].CO (sodium methoxide methanol), C(C1=CC=CC=C1)(=O)O[C@H]1[C@@H](S[C@@H]([C@H]1OC(C1=CC=CC=C1)=O)COC(C1=CC=CC=C1)=O)N1C(=O)N=C(N)C=C1 (1-(2,3,5-tri-O-benzoyl-4-thio-β-D-ribofuranosyl)cytosine), C(C)(=O)O (acetic acid). Solvent: CO (methanol). Reaction conditions: time 1 hour. The product is [C@@H]1([C@H](O)[C@H](O)[C@H](S1)CO)N1C(=O)N=C(N)C=C1 (1-(4-thio-β-D-ribofuranosyl)cytosine). Yield: 56.7%. Reaction SMILES: C[O-].[Na+].CO.C([O:14][C@@H:15]1[C@H:19]([O:20]C(=O)C2C=CC=CC=2)[C@@H:18]([CH2:29][O:30]C(=O)C2C=CC=CC=2)[S:17][C@H:16]1[N:39]1[CH:46]=[CH:45][C:43]([NH2:44])=[N:42][C:40]1=[O:41])(=O)C1C=CC=CC=1.C(O)(=O)C>CO>[C@@H:16]1([N:39]2[CH:46]=[CH:45][C:43]([NH2:44])=[N:42][C:40]2=[O:41])[S:17][C@H:18]([CH2:29][OH:30])[C@@H:19]([OH:20])[C@H:15]1[OH:14] |f:0.1.2|. Procedure: 0.1 mL of a 28% sodium methoxide/methanol solution was added to a suspension of 70 mg of 1-(2,3,5-tri-O-benzoyl-4-thio-β-D-ribofuranosyl)cytosine in 2.0 mL of methanol, and the obtained mixture was then stirred at room temperature for 1 hour and was then left overnight. Thereafter, 0.2 mL of acetic acid was added to the reaction mixture, and the solvent was then distilled away under reduced pressure. The obtained residue was purified by silica gel column chromatography (ethyl acetate/methanol=1/... Procedure: On the other hand, 2.7 g of (+)-binaphthol (VII) ([α]D20, +21.0° (C=0.55, tetrahydrofuran)) which was obtained by silica gel chromatography of the filtrate obtained when the clathrate compound was separated and 2.19 g of (-)-(S,S)-tartaric acid diamide (X) were dissolved in the above-described mixed solvent, and thus-obtained solution was allowed to stand for 12 hours at room temperature. The crystallized crystal was recrystallized once to obtain 2.70 g of a clathrate compound (colorless prismat... RXN SMILES: [C:1](N)(=O)[C@H:2]([C@@H:4]([C:6](N)=[O:7])O)O.[C:11]1(O)[C:20]2[C:15](=[CH:16][CH:17]=[CH:18][CH:19]=2)[CH:14]=[CH:13][CH:12]=1>>[C:14]1([C:11]2[C:20]3[C:15](=[CH:16][CH:17]=[CH:18][CH:19]=3)[CH:14]=[CH:13][CH:12]=2)[C:6]([OH:7])=[CH:4][CH:2]=[C:1]2[C:13]=1[CH:12]=[CH:11][CH:20]=[CH:19]2. The product is C=1(C(=CC=C2C=CC=CC12)O)C1=CC=CC2=CC=CC=C12 ((-)-binaphthol). Starting materials: C([C@@H](O)[C@H](O)C(=O)N)(=O)N ((-)-(S,S)-tartaric acid diamide), C1(=CC=CC2=CC=CC=C12)O ((+)-naphthol). Reactants: ClC=1N=C(C2=C(N1)C=CC(=N2)CN2CCN(CC2)C(C(=O)N)(C)C)N2CCOCC2 (2-(4-((2-Chloro-4-morpholinopyrido[3,2-d]pyrimidin-6-yl)methyl)piperazin-1-yl)-2-methylpropanamide), [Si](C)(C)(C(C)(C)C)N1C=CC2=C(C(=CC=C12)F)B1OC(C(O1)(C)C)(C)C (1-(tert-butyldimethylsilyl)-5-fluoro-4-(4,4,5,5-tetramethyl-1,3,2-dioxaborolan-2-yl)-1H-indole). Yields the product FC=1C(=C2C=CNC2=CC1)C=1N=C(C2=C(N1)C=CC(=N2)CN2CCN(CC2)C(C(=O)N)(C)C)N2CCOCC2 (2-(4-((2-(5-fluoro-1H-indol-4-yl)-4-morpholinopyrido[3,2-d]pyrimidin-6-yl)methyl)piperazin-1-yl)-2-methylpropanamide). As a reaction SMILES: Cl[C:2]1[N:3]=[C:4]([N:25]2[CH2:30][CH2:29][O:28][CH2:27][CH2:26]2)[C:5]2[N:11]=[C:10]([CH2:12][N:13]3[CH2:18][CH2:17][N:16]([C:19]([CH3:24])([CH3:23])[C:20]([NH2:22])=[O:21])[CH2:15][CH2:14]3)[CH:9]=[CH:8][C:6]=2[N:7]=1.[Si]([N:38]1[C:46]2[C:41](=[C:42](B3OC(C)(C)C(C)(C)O3)[C:43]([F:47])=[CH:44][CH:45]=2)[CH:40]=[CH:39]1)(C(C)(C)C)(C)C>>[F:47][C:43]1[C:42]([C:2]2[N:3]=[C:4]([N:25]3[CH2:30][CH2:29][O:28][CH2:27][CH2:26]3)[C:5]3[N:11]=[C:10]([CH2:12][N:13]4[CH2:18][CH2:17][N:16]([C:19]([CH3:24])([CH3:23])[C:20]([NH2:22])=[O:21])[CH2:15][CH2:14]4)[CH:9]=[CH:8][C:6]=3[N:7]=2)=[C:41]2[C:46](=[CH:45][CH:44]=1)[NH:38][CH:39]=[CH:40]2. Procedure details: 2-(4-((2-Chloro-4-morpholinopyrido[3,2-d]pyrimidin-6-yl)methyl)piperazin-1-yl)-2-methylpropanamide (123 mg) was reacted with 1-(tert-butyldimethylsilyl)-5-fluoro-4-(4,4,5,5-tetramethyl-1,3,2-dioxaborolan-2-yl)-1H-indole via General Procedure A to produce 114 mg of 121 following reverse phase HPLC purification. MS (Q1) 533.3 (M)+ Starting materials: C(C1=CC=CC=C1)OC(=O)NCCOC[C@H](NC(=O)OC(C)(C)C)C(=O)O ((S)-3-(2-{[benzyloxycarbonyl]-amino}-ethoxy)-N-(tert-butyloxycarbonyl)-alanine), N1CCCC1 (pyrrolidine). The product is C(C1=CC=CC=C1)OC(=O)NCCOC[C@H](NC(=O)OC(C)(C)C)C(=O)N1CCCC1 ((S)-1-{3-[2-((Benzyloxycarbonyl)-amino)-ethoxy]-N-(tert-butyloxycarbonyl)-alanyl}-pyrrolidine). Reaction SMILES: [CH2:1]([O:8][C:9]([NH:11][CH2:12][CH2:13][O:14][CH2:15][C@@H:16]([C:25]([OH:27])=O)[NH:17][C:18]([O:20][C:21]([CH3:24])([CH3:23])[CH3:22])=[O:19])=[O:10])[C:2]1[CH:7]=[CH:6][CH:5]=[CH:4][CH:3]=1.[NH:28]1[CH2:32][CH2:31][CH2:30][CH2:29]1>>[CH2:1]([O:8][C:9]([NH:11][CH2:12][CH2:13][O:14][CH2:15][C@@H:16]([C:25]([N:28]1[CH2:32][CH2:31][CH2:30][CH2:29]1)=[O:27])[NH:17][C:18]([O:20][C:21]([CH3:22])([CH3:23])[CH3:24])=[O:19])=[O:10])[C:2]1[CH:3]=[CH:4][CH:5]=[CH:6][CH:7]=1. Procedure details: Starting from (S)-3-(2-{[benzyloxycarbonyl]-amino}-ethoxy)-N-(tert-butyloxycarbonyl)-alanine and pyrrolidine, the expected product is obtained according to the procedure described in Step A of Example 3. Starting materials: C(C)O (ethanol), C([O-])([O-])=O.[K+].[K+] (potassium carbonate), B(OC=1OC2=C(C1)C=CC(=C2)OCCOCCC)([O-])[O-] (6-propoxyethoxy-benzofuran-2-yl borate), BrC=1C=CC2=C(C=C(CCS2(=O)=O)C(=O)NC2=CC=C(C=C2)CN(C2CCOCC2)C)C1 (7-bromo-N-[4-[[N-methyl-N-(tetrahydropyran-4-yl)amino]methyl]phenyl]-1,1-dioxo-2,3-dihydro-1-benzothiepine-4-carboxamide). Reagents/catalysts: C=1C=CC(=CC1)[P](C=2C=CC=CC2)(C=3C=CC=CC3)[Pd]([P](C=4C=CC=CC4)(C=5C=CC=CC5)C=6C=CC=CC6)([P](C=7C=CC=CC7)(C=8C=CC=CC8)C=9C=CC=CC9)[P](C=1C=CC=CC1)(C=1C=CC=CC1)C=1C=CC=CC1 (tetrakistriphenylphosphinepalladium). The solvent is C1(=CC=CC=C1)C (toluene), O (water), O (water). Run at time 30 minute. Product: CN(C1CCOCC1)CC1=CC=C(C=C1)NC(=O)C=1CCS(C2=C(C1)C=C(C=C2)C=2OC1=C(C2)C=CC(=C1)OCCOCCC)(=O)=O (N-[4-[[N-methyl-N-(tetrahydropyran-4-yl)amino]methyl]phenyl]-1,1-dioxo-7-(6-propoxyethoxybenzofuran-2-yl)-2,3-dihydro-1-benzothiepine-4-carboxamide). Isolated yield 52.6%. As a reaction SMILES: C(O)C.B([O-])([O-])O[C:6]1[O:7][C:8]2[CH:14]=[C:13]([O:15][CH2:16][CH2:17][O:18][CH2:19][CH2:20][CH3:21])[CH:12]=[CH:11][C:9]=2[CH:10]=1.Br[C:25]1[CH:26]=[CH:27][C:28]2[S:34](=[O:36])(=[O:35])[CH2:33][CH2:32][C:31]([C:37]([NH:39][C:40]3[CH:45]=[CH:44][C:43]([CH2:46][N:47]([CH3:54])[CH:48]4[CH2:53][CH2:52][O:51][CH2:50][CH2:49]4)=[CH:42][CH:41]=3)=[O:38])=[CH:30][C:29]=2[CH:55]=1.C(=O)([O-])[O-].[K+].[K+]>C1(C)C=CC=CC=1.C1C=CC([P]([Pd]([P](C2C=CC=CC=2)(C2C=CC=CC=2)C2C=CC=CC=2)([P](C2C=CC=CC=2)(C2C=CC=CC=2)C2C=CC=CC=2)[P](C2C=CC=CC=2)(C2C=CC=CC=2)C2C=CC=CC=2)(C2C=CC=CC=2)C2C=CC=CC=2)=CC=1.O>[CH3:54][N:47]([CH2:46][C:43]1[CH:44]=[CH:45][C:40]([NH:39][C:37]([C:31]2[CH2:32][CH2:33][S:34](=[O:36])(=[O:35])[C:28]3[CH:27]=[CH:26][C:25]([C:6]4[O:7][C:8]5[CH:14]=[C:13]([O:15][CH2:16][CH2:17][O:18][CH2:19][CH2:20][CH3:21])[CH:12]=[CH:11][C:9]=5[CH:10]=4)=[CH:55][C:29]=3[CH:30]=2)=[O:38])=[CH:41][CH:42]=1)[CH:48]1[CH2:53][CH2:52][O:51][CH2:50][CH2:49]1 |f:3.4.5,^1:72,74,93,112|. Reported procedure: In toluene (15 ml), ethanol (1.5 ml) and water (1.5 ml) were suspended 6-propoxyethoxy-benzofuran-2-yl borate (250 mg), 7-bromo-N-[4-[[N-methyl-N-(tetrahydropyran-4-yl)amino]methyl]phenyl]-1,1-dioxo-2,3-dihydro-1-benzothiepine-4-carboxamide (300 mg) and potassium carbonate (262 mg), and the suspension was stirred under argon atmosphere for 30 minutes. To the mixture was added tetrakistriphenylphosphinepalladium (47 mg), and the mixture was stirred, under argon atmosphere, at 100° C. for 1 day an...